From a dataset of the Open Reaction Database (ORD), a public repository of structured organic reaction records. describe an organic reaction: reactants, conditions, products, and yield Reactants: C[C@@]12[C@H](NCCO1)CC=1C3=C2C(=CC=C3NC1)S(=O)(=O)C1=C(C=C(C=C1C(C)C)C(C)C)C(C)C (trans-4,6,6a,8,9,10a-hexahydro-10a-methyl-1-(2,4,6-triisopropylphenylsulfonyl)-7H-indolo[3,4-gh][1.4]benzoxazine), C([O-])([O-])=O.[Na+].[Na+] (sodium carbonate), ClCC(=O)Cl (chloroacetyl chloride). Solvent: C(C)(=O)OCC (ethyl acetate). Yields the product ClCC(=O)N1CCO[C@]2([C@H]1CC=1C3=C2C(=CC=C3NC1)S(=O)(=O)C1=C(C=C(C=C1C(C)C)C(C)C)C(C)C)C (Trans-7-chloroacetyl-4,6,6a,8,9,10a-hexahydro-10a-methyl-1-(2,4,6-triisopropylphenylsulfonyl)-7H-indolo[3,4-gh][1.4]benzoxazine). The yield is 89.0%. As a reaction SMILES: [CH3:1][C@@:2]12[C:11]3[C:12]([S:18]([C:21]4[C:26]([CH:27]([CH3:29])[CH3:28])=[CH:25][C:24]([CH:30]([CH3:32])[CH3:31])=[CH:23][C:22]=4[CH:33]([CH3:35])[CH3:34])(=[O:20])=[O:19])=[CH:13][CH:14]=[C:15]4[NH:16][CH:17]=[C:9]([C:10]=34)[CH2:8][C@H:3]1[NH:4][CH2:5][CH2:6][O:7]2.C(=O)([O-])[O-].[Na+].[Na+].[Cl:42][CH2:43][C:44](Cl)=[O:45]>C(OCC)(=O)C>[Cl:42][CH2:43][C:44]([N:4]1[C@@H:3]2[CH2:8][C:9]3[C:10]4[C:15]([NH:16][CH:17]=3)=[CH:14][CH:13]=[C:12]([S:18]([C:21]3[C:22]([CH:33]([CH3:35])[CH3:34])=[CH:23][C:24]([CH:30]([CH3:32])[CH3:31])=[CH:25][C:26]=3[CH:27]([CH3:29])[CH3:28])(=[O:20])=[O:19])[C:11]=4[C@@:2]2([CH3:1])[O:7][CH2:6][CH2:5]1)=[O:45] |f:1.2.3|. Reported procedure: To a solution of trans-4,6,6a,8,9,10a-hexahydro-10a-methyl-1-(2,4,6-triisopropylphenylsulfonyl)-7H-indolo[3,4-gh][1.4]benzoxazine (106 mg, 0.21 mmol) in ethyl acetate (10 ml) was added a saturated aqueous solution of sodium carbonate (2 ml). To the mixture was added, while stirring vigorously, chloroacetyl chloride (1.2 equivalent). After completion of the reaction, the organic layer was separated, washed with an aqueous saline solution and dried (anhydrous Na2SO4). The solvent was distilled off... Starting materials: CC(=O)O[BH-](OC(C)=O)OC(C)=O, CC(=O)O, ClCCCl, NCCO, [Na+], [Na+], CC(C)(C)OC(=O)N1CCC(=O)CC1, [OH-]. Product: CC(C)(C)OC(=O)N1CCC(NCCO)CC1. Reaction SMILES: [C:19]([O:20][BH-:21]([O:22][C:23](=[O:24])[CH3:25])[O:26][C:27](=[O:28])[CH3:29])(=[O:30])[CH3:31].[CH3:39][C:40](=[O:41])[OH:42].[Cl:35][CH2:36][CH2:37][Cl:38].[NH2:15][CH2:16][CH2:17][OH:18].[Na+:32].[Na+:34].[O:1]=[C:2]1[CH2:3][CH2:4][N:5]([C:8](=[O:9])[O:10][C:11]([CH3:12])([CH3:13])[CH3:14])[CH2:6][CH2:7]1.[OH-:33]>>[CH:2]1([NH:15][CH2:16][CH2:17][OH:18])[CH2:3][CH2:4][N:5]([C:8](=[O:9])[O:10][C:11]([CH3:12])([CH3:13])[CH3:14])[CH2:6][CH2:7]1. Starting materials: COC(=O)c1cn(C(c2ccccc2)(c2ccccc2)c2ccccc2)cn1, CO, CCOC(C)=O, Cl, [Na+], [OH-], O. Yields the product O=C(O)c1cn(C(c2ccccc2)(c2ccccc2)c2ccccc2)cn1. RXN SMILES: [CH3:1][O:2][C:3](=[O:4])[c:5]1[n:6][cH:7][n:8]([C:10]([c:11]2[cH:12][cH:13][cH:14][cH:15][cH:16]2)([c:17]2[cH:18][cH:19][cH:20][cH:21][cH:22]2)[c:23]2[cH:24][cH:25][cH:26][cH:27][cH:28]2)[cH:9]1.[CH3:32][OH:33].[CH3:35][CH2:36][O:37][C:38](=[O:39])[CH3:40].[ClH:31].[Na+:30].[OH-:29].[OH2:34]>>[O:2]=[C:3]([OH:4])[c:5]1[n:6][cH:7][n:8]([C:10]([c:11]2[cH:12][cH:13][cH:14][cH:15][cH:16]2)([c:17]2[cH:18][cH:19][cH:20][cH:21][cH:22]2)[c:23]2[cH:24][cH:25][cH:26][cH:27][cH:28]2)[cH:9]1. Starting materials: COc1ccc(-c2ccc3nc(C)[nH]c(=O)c3n2)cc1OC, Cc1ccccc1, CCOC(C)=O, O=P(Cl)(Cl)Cl, Cc1cccc(C)n1. The product is COc1ccc(-c2ccc3nc(C)nc(Cl)c3n2)cc1OC. Reaction SMILES: [CH3:1][c:2]1[nH:3][c:4](=[O:22])[c:5]2[c:6]([n:7]1)[cH:8][cH:9][c:10](-[c:12]1[cH:13][c:14]([O:20][CH3:21])[c:15]([O:18][CH3:19])[cH:16][cH:17]1)[n:11]2.[CH3:36][c:37]1[cH:38][cH:39][cH:40][cH:41][cH:42]1.[CH3:43][CH2:44][O:45][C:46](=[O:47])[CH3:48].[P:31]([Cl:32])([Cl:33])([Cl:34])=[O:35].[n:23]1[c:24]([CH3:25])[cH:26][cH:27][cH:28][c:29]1[CH3:30]>>[CH3:1][c:2]1[n:3][c:4]([Cl:33])[c:5]2[c:6]([n:7]1)[cH:8][cH:9][c:10](-[c:12]1[cH:13][c:14]([O:20][CH3:21])[c:15]([O:18][CH3:19])[cH:16][cH:17]1)[n:11]2.